This data is from the Open Reaction Database (ORD), a public repository of structured organic reaction records. The task is: describe an organic reaction: reactants, conditions, products, and yield Reactants: FC(C=1C=C(C=CC1)[Mg]Cl)(F)F ((3-(trifluoromethyl)phenyl)magnesium chloride), BrC=1C=C(C=CC1)C(F)(F)F (3-bromobenzotrifluoride), C(C)OC(=O)N1CCC2=C(C=3C(C(CC3C=C2)(F)F)(C2=CC=CC=C2)O)CC1 (2,2-Difluoro-1-hydroxy-1-phenyl-1,3,6,7,9,10-hexahydro-2H-8-aza-cyclohepta[e]indene-8-carboxylic acid ethyl ester), C(C)(C)[Mg]Cl (isopropyl magnesium chloride). Run in C1CCOC1 (THF). Conditions: time 16 hour. Yields the product FC1(CC=2C=CC3=C(C2C1C1=CC(=CC=C1)C(F)(F)F)CCNCC3)F (2,2-Difluoro-1-(3-trifluoromethyl-phenyl)-1,2,3,6,7,8,9,10-octahydro-8-aza-cyclohepta[e]indene). As a reaction SMILES: [F:1][C:2]([F:12])([F:11])[C:3]1[CH:4]=[C:5]([Mg]Cl)[CH:6]=[CH:7][CH:8]=1.BrC1C=C(C(F)(F)F)C=CC=1.C([Mg]Cl)(C)C.C(OC([N:34]1[CH2:56][CH2:55][C:38]2[C:39]3[C:40](O)(C4C=CC=CC=4)[C:41]([F:47])([F:46])[CH2:42][C:43]=3[CH:44]=[CH:45][C:37]=2[CH2:36][CH2:35]1)=O)C>C1COCC1>[F:47][C:41]1([F:46])[CH:40]([C:5]2[CH:6]=[CH:7][CH:8]=[C:3]([C:2]([F:12])([F:11])[F:1])[CH:4]=2)[C:39]2[C:38]3[CH2:55][CH2:56][NH:34][CH2:35][CH2:36][C:37]=3[CH:45]=[CH:44][C:43]=2[CH2:42]1. Procedure details: Example 18 was prepared in a similar fashion to Example 14, except (3-(trifluoromethyl)phenyl)magnesium chloride (prepared from 3-bromobenzotrifluoride (1 eq) in THF, followed by addition of isopropyl magnesium chloride (2M in THF, 1 eq) at room temperature and stirring for 16 hours was used instead of phenylmagnesium bromide (example 14, step (c)) 1H NMR (300 MHz, CDCl3) δ 7.55-7.53 (m, 1H); 7.42 (t, J=7.8 Hz, 1H); 7.29 (bs, 1H); 7.20-7.17 (m, 1H); 7.13-7.07 (m, 2H); 4.70 (d, J=19.2, 1H); 3.51-... Reactants: BrCC1=CC=C(C=C1)F (1-(bromomethyl)-4-fluorobenzene), BrCC1CC1 ((bromomethyl)cyclopropane), O=C1N(C=NN1)C=1C=C(C(=O)OC)C=CN1 (methyl 2-(5-oxo-1H-1,2,4-triazol-4(5H)-yl)isonicotinate). The product is C1(CC1)CN1N=CN(C1=O)C=1C=C(C(=O)OC)C=CN1 (methyl 2-(1-(cyclopropylmethyl)-5-oxo-1H-1,2,4-triazol-4(5H)-yl)isonicotinate). Yield: 65.0%. Reaction SMILES: BrCC1C=CC(F)=CC=1.Br[CH2:11][CH:12]1[CH2:14][CH2:13]1.[O:15]=[C:16]1[NH:20][N:19]=[CH:18][N:17]1[C:21]1[CH:22]=[C:23]([CH:28]=[CH:29][N:30]=1)[C:24]([O:26][CH3:27])=[O:25]>>[CH:14]1([CH2:13][N:20]2[C:16](=[O:15])[N:17]([C:21]3[CH:22]=[C:23]([CH:28]=[CH:29][N:30]=3)[C:24]([O:26][CH3:27])=[O:25])[CH:18]=[N:19]2)[CH2:12][CH2:11]1. Procedure: Following the procedure as described in Preparation 17, making variations as required to replace 1-(bromomethyl)-4-fluorobenzene with (bromomethyl)cyclopropane to react with methyl 2-(5-oxo-1H-1,2,4-triazol-4(5H)-yl)isonicotinate, methyl 2-(1-(cyclopropylmethyl)-5-oxo-1H-1,2,4-triazol-4(5H)-yl)isonicotinate was obtained as a colorless solid in 65% yield: MS (ES+) m/z 275.1 (M+1).